This data is from the Open Reaction Database (ORD), a public repository of structured organic reaction records. The task is: describe an organic reaction: reactants, conditions, products, and yield The reactants are FC1=C(C(=O)NC=2SC(=C(N2)C=O)C2=CC(=CC=C2)C(F)(F)F)C(=CC=C1)F (2,6-Difluoro-N-(4-formyl-5-(3-(trifluoromethyl)phenyl)thiazol-2-yl)benzamide), Cl.NO (hydroxylamine hydrochloride), C(=O)(O)[O-].[Na+] (NaHCO3), C[Si](C)(C)C#C (trimethylsilyl acetylene), ClN1C(CCC1=O)=O (N-chlorosuccinimide). Reagents/catalysts: O (water). The solvent is C(C)(=O)OCC (ethyl acetate), O (Water), CC(C)O (2-propanol). Run at temperature 80 celsius, time 8 hour. The product is FC1=C(C(=O)NC=2SC(=C(N2)C2=NOC(=C2)[Si](C)(C)C)C2=CC(=CC=C2)C(F)(F)F)C(=CC=C1)F (2,6-Difluoro-N-(5-(3-(trifluoromethyl)phenyl)-4-(5-(trimethylsilyl)isoxazol-3-yl)thiazol-2-yl)benzamide). Isolated yield 42.0%. RXN SMILES: [F:1][C:2]1[CH:27]=[CH:26][CH:25]=[C:24]([F:28])[C:3]=1[C:4]([NH:6][C:7]1[S:8][C:9]([C:14]2[CH:19]=[CH:18][CH:17]=[C:16]([C:20]([F:23])([F:22])[F:21])[CH:15]=2)=[C:10]([CH:12]=O)[N:11]=1)=[O:5].Cl.[NH2:30][OH:31].C([O-])(O)=O.[Na+].[CH3:37][Si:38]([C:41]#[CH:42])([CH3:40])[CH3:39].ClN1C(=O)CCC1=O>CC(O)C.O.C(OCC)(=O)C>[F:28][C:24]1[CH:25]=[CH:26][CH:27]=[C:2]([F:1])[C:3]=1[C:4]([NH:6][C:7]1[S:8][C:9]([C:14]2[CH:19]=[CH:18][CH:17]=[C:16]([C:20]([F:21])([F:22])[F:23])[CH:15]=2)=[C:10]([C:12]2[CH:42]=[C:41]([Si:38]([CH3:40])([CH3:39])[CH3:37])[O:31][N:30]=2)[N:11]=1)=[O:5] |f:1.2,3.4|. Procedure: Into a solution of Compound 67 (206 mg, 0.50 mmol) in 2-propanol (1.0 mL) was added hydroxylamine hydrochloride (35 mg, 0.50 mmol). Water was added (4 drops). The mixture was heated to 80° C. for 1 hour, cooled to room temperature, concentrated under reduced pressure. The residue was taken up in ethyl acetate (4.0 mL). The mixture was cooled to 0° C. Into the mixture, water (4 drops), NaHCO3 (84 mg, 1.0 mmol), trimethylsilyl acetylene (0.50 mL, 3.60 mmol), and N-chlorosuccinimide (134 mg, 1.00 m... The solvent is O (water). Starting materials: C(C)(=O)O (acetic acid), FC1=C(OC2=C(C=C3CCCC3=C2)N)C=CC(=C1)F (6-(2,4-difluorophenoxy)-5-indanylamine), C(C)(=O)OC(C)=O (acetic anhydride), C(C)(=O)O (acetic acid). Product: C(C)(=O)NC=1C=C2CCC(C2=CC1OC1=C(C=C(C=C1)F)F)=O (5-acetylamino-6-(2,4-difluorophenoxy)-1-indanone), C(C)(=O)NC1=C(C=C2CCC(C2=C1)=O)OC1=C(C=C(C=C1)F)F (6-acetylamino-5-(2,4-difluorophenoxy)-1-indanone). Procedure details: 13.9 g of 6-(2,4-difluorophenoxy)-5-indanylamine in 93 ml of acetic acid was combined at 30° C. with 40 ml of acetic anhydride. Thereafter a solution of 11 g of chromium trioxide in 27 ml of water and 17 ml of acetic acid was added dropwise at 50° C. After another 40 minutes at 50° C., the mixture was cooled, poured on ice water, and vacuum-filtered. The residue was chromatographed over silica gel with dichloromethane-ethyl acetate, thus obtaining 9 g of 5-acetylamino-6-(2,4-difluorophenoxy)-1-i... Reaction conditions: time 40 minute. Reaction SMILES: [F:1][C:2]1[CH:18]=[C:17]([F:19])[CH:16]=[CH:15][C:3]=1[O:4][C:5]1[CH:13]=[C:12]2[C:8]([CH2:9][CH2:10][CH2:11]2)=[CH:7][C:6]=1[NH2:14].[C:20](OC(=O)C)(=[O:22])[CH3:21].[C:27](O)(=[O:29])[CH3:28]>O.[O-2].[O-2].[O-2].[Cr+6]>[C:20]([NH:14][C:6]1[CH:7]=[C:8]2[C:12](=[CH:13][C:5]=1[O:4][C:3]1[CH:15]=[CH:16][C:17]([F:19])=[CH:18][C:2]=1[F:1])[C:11](=[O:29])[CH2:10][CH2:9]2)(=[O:22])[CH3:21].[C:27]([NH:14][C:6]1[CH:7]=[C:8]2[C:12]([CH2:11][CH2:10][C:9]2=[O:22])=[CH:13][C:5]=1[O:4][C:3]1[CH:15]=[CH:16][C:17]([F:19])=[CH:18][C:2]=1[F:1])(=[O:29])[CH3:28] |f:4.5.6.7|. Reagents/catalysts: [O-2].[O-2].[O-2].[Cr+6] (chromium trioxide). Starting materials: C(C1=CC=CC=C1)NCCN (N-benzylethane-1,2-diamine), C(#N)N=C(SC)SC (dimethyl cyanocarbonimidodithioate). Solvent: ClCCl (dichloromethane), O1CCOCC1 (dioxane). The product is C(C1=CC=CC=C1)N1C(NCC1)=NC#N (N-(1-benzylimidazolidin-2-ylidene)cyanamide). Isolated yield 95.0%. As a reaction SMILES: [CH2:1]([NH:8][CH2:9][CH2:10][NH2:11])[C:2]1[CH:7]=[CH:6][CH:5]=[CH:4][CH:3]=1.[C:12]([N:14]=[C:15](SC)SC)#[N:13]>O1CCOCC1.ClCCl>[CH2:1]([N:8]1[CH2:9][CH2:10][NH:11][C:15]1=[N:14][C:12]#[N:13])[C:2]1[CH:7]=[CH:6][CH:5]=[CH:4][CH:3]=1. Procedure: To a solution of N-benzylethane-1,2-diamine (3.00 g, 19.96 mmol) in anhydrous dioxane (15 mL) was added dimethyl cyanocarbonimidodithioate (3.50 g, 23.96 mmol). The mixture was refluxed for 16 hours, then diluted with dichloromethane (200 mL), washed with water (200 mL) and brine (100 mL). The organic layer was dried over anhydrous sodium sulfate, filtered and concentrated in vacuo. The residue was purified by column chromatography eluted with ethyl acetate/hexane (1/4) to afford the title compo... Reactants: C(C)(C)(C)OC(=O)N1C[C@@H]([C@H](CC1)C1=CC=C(C=C1)OCCCOCC1=C(C=CC=C1)OC)OCC1=CC=C2CCCN(C2=C1)CCCN ((3R,4R)-3-[1-(3-amino-propyl)-1,2,3,4-tetrahydro-quinolin-7-ylmethoxy]-4-[4-[3-(2-methoxy-benzyloxy)-propoxy]-phenyl]-piperidine-1-carboxylic acid tert-butyl ester), Cl.CO (HCl methanol). Yields the product COC1=C(COCCCOC2=CC=C(C=C2)[C@@H]2[C@H](CNCC2)OCC2=CC=C3CCCN(C3=C2)CCCN)C=CC=C1 ((3R,4R)-3-[7-(4-[4-[3-(2-methoxy-benzyloxy)-propoxy]-phenyl]-piperidin-3-yloxymethyl)-3,4-dihydro-2H-quinolin-1-yl]-propylamine). As a reaction SMILES: C(OC([N:8]1[CH2:13][CH2:12][C@H:11]([C:14]2[CH:19]=[CH:18][C:17]([O:20][CH2:21][CH2:22][CH2:23][O:24][CH2:25][C:26]3[CH:31]=[CH:30][CH:29]=[CH:28][C:27]=3[O:32][CH3:33])=[CH:16][CH:15]=2)[C@@H:10]([O:34][CH2:35][C:36]2[CH:45]=[C:44]3[C:39]([CH2:40][CH2:41][CH2:42][N:43]3[CH2:46][CH2:47][CH2:48][NH2:49])=[CH:38][CH:37]=2)[CH2:9]1)=O)(C)(C)C.Cl.CO>>[CH3:33][O:32][C:27]1[CH:28]=[CH:29][CH:30]=[CH:31][C:26]=1[CH2:25][O:24][CH2:23][CH2:22][CH2:21][O:20][C:17]1[CH:16]=[CH:15][C:14]([C@H:11]2[CH2:12][CH2:13][NH:8][CH2:9][C@@H:10]2[O:34][CH2:35][C:36]2[CH:45]=[C:44]3[C:39]([CH2:40][CH2:41][CH2:42][N:43]3[CH2:46][CH2:47][CH2:48][NH2:49])=[CH:38][CH:37]=2)=[CH:19][CH:18]=1 |f:1.2|. Procedure details: In analogy to the procedure described in example 4(b), the (3R,4R)-3-[1-(3-amino-propyl)-1,2,3,4-tetrahydro-quinolin-7-ylmethoxy]-4-[4-[3-(2-methoxy-benzyloxy)-propoxy]-phenyl]-piperidine-1-carboxylic acid tert-butyl ester was deprotected with HCl/methanol to yield the (3R,4R)-3-[7-(4-[4-[3-(2-methoxy-benzyloxy)-propoxy]-phenyl]-piperidin-3-yloxymethyl)-3,4-dihydro-2H-quinolin-1-yl]-propylamine as yellow oil; MS: 574 (M+H)+. Reactants: C(C(=O)Cl)(=O)Cl (oxalyl chloride), NC1=CC=CC=C1 (aniline), [N+](=O)([O-])C=1C=C(C(=O)O)C=CC1CC (3-nitro-4-ethylbenzoic acid), CN(C)C=O (DMF). Yields the product [N+](=O)([O-])C=1C=C(C(=O)NC2=CC=CC=C2)C=CC1CC (3-Nitro-4-ethyl-N-phenyl-benzamide). Yield: 74.0%. As a reaction SMILES: C(Cl)(=O)C(Cl)=O.[N+:7]([C:10]1[CH:11]=[C:12]([CH:16]=[CH:17][C:18]=1[CH2:19][CH3:20])[C:13]([OH:15])=O)([O-:9])=[O:8].CN(C=O)C.[NH2:26][C:27]1[CH:32]=[CH:31][CH:30]=[CH:29][CH:28]=1>>[N+:7]([C:10]1[CH:11]=[C:12]([CH:16]=[CH:17][C:18]=1[CH2:19][CH3:20])[C:13]([NH:26][C:27]1[CH:32]=[CH:31][CH:30]=[CH:29][CH:28]=1)=[O:15])([O-:9])=[O:8]. Procedure details: Prepared according to the procedure described for Example 1 using oxalyl chloride (2.0 mL, 22.93 mmol), 3-nitro-4-ethylbenzoic acid (4.00 g, 20.51 mmol), DMF (1.0 mL, 12.92 mmol), and aniline (3.8 mL, 41.70 mmol) to afford the 5 product (4.1 g); m.p. 111-113° C. after trituration in hexane. Starting materials: CN1CCN(CC1)C1=C2C=C(NC2=CC=C1)C(=O)O (4-(4-methylpiperazin-1 yl)indole-2-carboxylic acid), C(=O)(N1C=NC=C1)N1C=NC=C1 (carbonyldiimidazole), amine, alcohol, alcohols, [H-].[Na+] (sodium hydride). Run in CN(C=O)C (N,N-dimethylformamide). Conditions: time 2 hour. Yields the product N1C(=CC2=CC=CC=C12)C(=O)N (indole-2-carboxamide), N1C(=CC2=CC=CC=C12)C(=O)[O-] (indole-2-carboxylate). Reaction SMILES: CN1CCN([C:8]2[CH:16]=[CH:15][CH:14]=[C:13]3[C:9]=2[CH:10]=[C:11]([C:17]([OH:19])=[O:18])[NH:12]3)CC1.C(N1C=CN=C1)([N:22]1C=CN=C1)=O.[H-].[Na+]>CN(C)C=O>[NH:12]1[C:13]2[C:9](=[CH:8][CH:16]=[CH:15][CH:14]=2)[CH:10]=[C:11]1[C:17]([NH2:22])=[O:19].[NH:12]1[C:13]2[C:9](=[CH:8][CH:16]=[CH:15][CH:14]=2)[CH:10]=[C:11]1[C:17]([O-:19])=[O:18] |f:2.3|. Procedure: To a stirred solution of 4-(4-methylpiperazin-1 yl)indole-2-carboxylic acid (0.259 g, 1.00 mmol) in anhydrous N,N-dimethylformamide (6 mL) at room temperature was added carbonyldiimidazole (0.574 g, 2.00 mmol, 2.0 equivalents). The resulting reaction solution was stirred at room temperature under nitrogen for 2 hours. Then, the appropriate amine (4.00 mmol, 4.0 equivalents) or alcohol (4.00 mmol, 4.0 equivalents) was added directly, and the resulting reaction solution was stirred at room tempera... The reactants are BrC=1C=CC(=C(C1)NC(OC(C)(C)C)=O)Cl (tert-butyl 5-bromo-2-chlorophenylcarbamate), C(=O)([O-])[O-].[K+].[K+] (K2CO3), CC1(OB(OC1(C)C)/C=C/C(=O)OCC)C ((E)-ethyl 3-(4,4,5,5-tetramethyl-1,3,2-dioxaborolan-2-yl)acrylate). The reagents and catalysts are C=1C=CC(=CC1)[P](C=2C=CC=CC2)(C=3C=CC=CC3)[Pd]([P](C=4C=CC=CC4)(C=5C=CC=CC5)C=6C=CC=CC6)([P](C=7C=CC=CC7)(C=8C=CC=CC8)C=9C=CC=CC9)[P](C=1C=CC=CC1)(C=1C=CC=CC1)C=1C=CC=CC1 (Pd(PPh3)4). The solvent is C(C)#N (acetonitrile), CCO (EtOH). Run at temperature 100 celsius, time 8 hour. Yields the product C(C)(C)(C)OC(=O)NC=1C=C(C=CC1Cl)/C=C/C(=O)OCC ((E)-ethyl 3-(3-(tert-butoxycarbonylamino)-4-chlorophenyl)acrylate). RXN SMILES: Br[C:2]1[CH:3]=[CH:4][C:5]([Cl:16])=[C:6]([NH:8][C:9](=[O:15])[O:10][C:11]([CH3:14])([CH3:13])[CH3:12])[CH:7]=1.C([O-])([O-])=O.[K+].[K+].CC1(C)C(C)(C)OB(/[CH:31]=[CH:32]/[C:33]([O:35][CH2:36][CH3:37])=[O:34])O1>C(#N)C.CCO.C1C=CC([P]([Pd]([P](C2C=CC=CC=2)(C2C=CC=CC=2)C2C=CC=CC=2)([P](C2C=CC=CC=2)(C2C=CC=CC=2)C2C=CC=CC=2)[P](C2C=CC=CC=2)(C2C=CC=CC=2)C2C=CC=CC=2)(C2C=CC=CC=2)C2C=CC=CC=2)=CC=1>[C:11]([O:10][C:9]([NH:8][C:6]1[CH:7]=[C:2](/[CH:31]=[CH:32]/[C:33]([O:35][CH2:36][CH3:37])=[O:34])[CH:3]=[CH:4][C:5]=1[Cl:16])=[O:15])([CH3:14])([CH3:13])[CH3:12] |f:1.2.3,^1:48,50,69,88|. Procedure: To a solution of tert-butyl 5-bromo-2-chlorophenylcarbamate (1) (1.0 equiv.) in acetonitrile (0.3M) and EtOH (0.5M) was added K2CO3 (2.0 equiv.). The reaction was degassed and flushed with N2, then added (E)-ethyl 3-(4,4,5,5-tetramethyl-1,3,2-dioxaborolan-2-yl)acrylate (2) (1.2 equiv.) and Pd(PPh3)4 (0.1 equiv.). The reaction was flushed again with N2 and stirred at 100° C. overnight. After cooling to room temperature, hexane was added, and the mixture was filtered through a pad of silica, eluti...